Task: describe an organic reaction: reactants, conditions, products, and yield. Dataset: the Open Reaction Database (ORD), a public repository of structured organic reaction records Reactants: O=C([O-])[O-], C=CC(=O)OCC, CC(=O)C1CCCCC1=O, CC[N+](CC)(CC)Cc1ccccc1, Cc1ccccc1, [Cl-], [K+], [K+]. The product is CCOC(=O)CCC1(C(C)=O)CCCCC1=O. Reaction SMILES: [C:11](=[O:12])([O-:13])[O-:14].[C:17]([CH:18]=[CH2:19])(=[O:20])[O:21][CH2:22][CH3:23].[C:1]([CH3:2])(=[O:3])[CH:4]1[C:5](=[O:10])[CH2:6][CH2:7][CH2:8][CH2:9]1.[CH2:25]([N+:26]([CH2:27][CH3:28])([CH2:29][CH3:30])[CH2:31][CH3:32])[c:33]1[cH:34][cH:35][cH:36][cH:37][cH:38]1.[CH3:39][c:40]1[cH:41][cH:42][cH:43][cH:44][cH:45]1.[Cl-:24].[K+:15].[K+:16]>>[C:1]([CH3:2])(=[O:3])[C:4]1([CH2:19][CH2:18][C:17](=[O:20])[O:21][CH2:22][CH3:23])[C:5](=[O:10])[CH2:6][CH2:7][CH2:8][CH2:9]1.